From a dataset of the Open Reaction Database (ORD), a public repository of structured organic reaction records. describe an organic reaction: reactants, conditions, products, and yield Product: c2ccc(c1ccccc1)cc2. Starting materials: COc1ccccc1 (substrate), CC2(C)COB(B1OCC(C)(C)CO1)OC2 (effective_coupling_partner). Reagents/catalysts: ICy. Conditions: temperature 120 celsius, time 12 hour. Reactants: C(C)(C)(C)OC(=O)NCC=1N(C(C2=CC=C(C=C2C1C1=CC=CC=C1)/C=C/C(=O)N)=O)CC(C)C ((E)-3-[3-[[(tert-butoxycarbonyl)amino]methyl]-2-isobutyl-1-oxo-4-phenyl-1,2-dihydro-6-isoquinolinyl]-2-propenamide), Cl (hydrogen chloride). Solvent: C(C)(=O)OCC (ethyl acetate), C(C)(=O)OCC (ethyl acetate). Run at time 2 hour. Product: Cl.NCC=1N(C(C2=CC=C(C=C2C1C1=CC=CC=C1)/C=C/C(=O)N)=O)CC(C)C ((E)-3-[3-(aminomethyl)-2-isobutyl-1-oxo-4-phenyl-1,2-dihydro-6-isoquinolinyl]-2-propenamide hydrochloride). Yield: 95.2%. RXN SMILES: C(OC([NH:8][CH2:9][C:10]1[N:11]([CH2:32][CH:33]([CH3:35])[CH3:34])[C:12](=[O:31])[C:13]2[C:18]([C:19]=1[C:20]1[CH:25]=[CH:24][CH:23]=[CH:22][CH:21]=1)=[CH:17][C:16](/[CH:26]=[CH:27]/[C:28]([NH2:30])=[O:29])=[CH:15][CH:14]=2)=O)(C)(C)C.[ClH:36]>C(OCC)(=O)C>[ClH:36].[NH2:8][CH2:9][C:10]1[N:11]([CH2:32][CH:33]([CH3:35])[CH3:34])[C:12](=[O:31])[C:13]2[C:18]([C:19]=1[C:20]1[CH:25]=[CH:24][CH:23]=[CH:22][CH:21]=1)=[CH:17][C:16](/[CH:26]=[CH:27]/[C:28]([NH2:30])=[O:29])=[CH:15][CH:14]=2 |f:3.4|. Reported procedure: A solution of (E)-3-[3-[[(tert-butoxycarbonyl)amino]methyl]-2-isobutyl-1-oxo-4-phenyl-1,2-dihydro-6-isoquinolinyl]-2-propenamide (0.24 g, 0.5 mmol) in ethyl acetate, (5 mL) was added a solution of 4N hydrogen chloride in ethyl acetate (5 mL), and the obtained solution was stirred at room temperature for 2 h. The reaction mixture was concentrated under reduced pressure, and the precipitated crystals were recrystallized from methanol-diisopropyl ether to give (E)-3-[3-(aminomethyl)-2-isobutyl-1-ox... Starting materials: ClC1=CC(=C(CN2N=CC3=CC(=CC=C23)C=C2C(N=C(S2)SCC)=O)C=C1)C(F)(F)F (5-[1-(4-Chloro-2-trifluoromethyl-benzyl)-1H-indazol-5-ylmethylene]-2-ethylsulfanyl-thiazol-4-one), CN1C[C@H](NCC1)C (1,3-(R)-Dimethyl-piperazine). As a reaction SMILES: [Cl:1][C:2]1[CH:27]=[CH:26][C:5]([CH2:6][N:7]2[C:15]3[C:10](=[CH:11][C:12]([CH:16]=[C:17]4[S:21][C:20](SCC)=[N:19][C:18]4=[O:25])=[CH:13][CH:14]=3)[CH:9]=[N:8]2)=[C:4]([C:28]([F:31])([F:30])[F:29])[CH:3]=1.[CH3:32][N:33]1[CH2:38][CH2:37][NH:36][C@H:35]([CH3:39])[CH2:34]1>>[Cl:1][C:2]1[CH:27]=[CH:26][C:5]([CH2:6][N:7]2[C:15]3[C:10](=[CH:11][C:12]([CH:16]=[C:17]4[S:21][C:20]([N:36]5[CH2:37][CH2:38][N:33]([CH3:32])[CH2:34][C@H:35]5[CH3:39])=[N:19][C:18]4=[O:25])=[CH:13][CH:14]=3)[CH:9]=[N:8]2)=[C:4]([C:28]([F:31])([F:30])[F:29])[CH:3]=1. Procedure: 5-({1-[4-Chloro-2-(trifluoromethyl)benzyl]-1H-indazol-5-yl}methylidene)-2-(2(R),4-dimethylpiperazin-1-yl)-1,3-thiazol-4(5H)-one was prepared from 5-[1-(4-Chloro-2-trifluoromethyl-benzyl)-1H-indazol-5-ylmethylene]-2-ethylsulfanyl-thiazol-4-one and 1,3-(R)-Dimethyl-piperazine following general procedure C. Product: ClC1=CC(=C(CN2N=CC3=CC(=CC=C23)C=C2C(N=C(S2)N2[C@@H](CN(CC2)C)C)=O)C=C1)C(F)(F)F (5-({1-[4-Chloro-2-(trifluoromethyl)benzyl]-1H-indazol-5-yl}methylidene)-2-(2(R),4-dimethylpiperazin-1-yl)-1,3-thiazol-4(5H)-one). Procedure: In a sulfonation flask, 2.9 g (0.072 mol) of a ca. 60% sodium hydride dispersion is added to 50 ml of absolute tetrahydrofurane. Then 17.7 g (0.069 mol) of methyl 2-(3-propylthioureido)thiophene-3-carboxylate, dissolved in 100 ml of absolute tetrahydrofurane, are added dropwise, such that the internal temperature remains constant at about 25° C. The mixture is stirred at reflux temperature for 5 hours and after cooling to room temperature 10.9 g (0.077 mol) of methyliodide, dissolved in 10 ml of... Yield: 91.1%. The product is CSC=1N(C(C2=C(N1)SC=C2)=O)CCC (2-methylsulfanyl-3-propyl-3H-thieno[2.3-d]pyrimidin-4-one). Reactants: [H-].[Na+] (sodium hydride), C(CC)NC(NC=1SC=CC1C(=O)OC)=S (methyl 2-(3-propylthioureido)thiophene-3-carboxylate), CI (methyliodide). Run in O1CCCC1 (tetrahydrofurane), O1CCCC1 (tetrahydrofurane), O1CCCC1 (tetrahydrofurane). RXN SMILES: [H-].[Na+].[CH2:3]([NH:6][C:7](=[S:18])[NH:8][C:9]1[S:10][CH:11]=[CH:12][C:13]=1[C:14]([O:16]C)=O)[CH2:4][CH3:5].[CH3:19]I>O1CCCC1>[CH3:19][S:18][C:7]1[N:6]([CH2:3][CH2:4][CH3:5])[C:14](=[O:16])[C:13]2[CH:12]=[CH:11][S:10][C:9]=2[N:8]=1 |f:0.1|. Starting materials: CCOC(=O)N1CCC(Nc2nc(C(C)(C)C)cn3c(=O)[nH]nc23)CC1, [K+], C1COCCO1, [OH-]. Yields the product CC(C)(C)c1cn2c(=O)[nH]nc2c(NC2CCNCC2)n1. As a reaction SMILES: [CH2:1]([O:2][C:3](=[O:4])[N:6]1[CH2:7][CH2:8][CH:9]([NH:12][c:13]2[c:14]3[n:15]([cH:16][c:17]([C:19]([CH3:20])([CH3:21])[CH3:22])[n:18]2)[c:23](=[O:26])[nH:24][n:25]3)[CH2:10][CH2:11]1)[CH3:5].[K+:28].[O:29]1[CH2:30][CH2:31][O:32][CH2:33][CH2:34]1.[OH-:27]>>[NH:6]1[CH2:7][CH2:8][CH:9]([NH:12][c:13]2[c:14]3[n:15]([cH:16][c:17]([C:19]([CH3:20])([CH3:21])[CH3:22])[n:18]2)[c:23](=[O:26])[nH:24][n:25]3)[CH2:10][CH2:11]1. The reactants are C12(CC3CC(CC(C1)C3)C2)C=2C=C(C=CC2OCOCCOC)C#CC2=CC=C(C=O)C=C2 (4-[3-(1-adamantyl)-4-methoxyethoxymethoxyphenylethynyl]benzaldehyde), mixture, C1CCOC1 (THF), CCCCCCC (heptane), [BH4-].[Na+] (sodium borohydride). Run in O (water). Product: C12(CC3CC(CC(C1)C3)C2)C=2C=C(C=CC2OCOCCOC)C#CC2=CC=C(C=C2)CO (4-[3-(1-adamantyl)-4-methoxyethoxymethoxyphenylethynyl]benzenemethanol). As a reaction SMILES: [C:1]12([C:11]3[CH:12]=[C:13]([C:24]#[C:25][C:26]4[CH:33]=[CH:32][C:29]([CH:30]=[O:31])=[CH:28][CH:27]=4)[CH:14]=[CH:15][C:16]=3[O:17][CH2:18][O:19][CH2:20][CH2:21][O:22][CH3:23])[CH2:10][CH:5]3[CH2:6][CH:7]([CH2:9][CH:3]([CH2:4]3)[CH2:2]1)[CH2:8]2.C1COCC1.CCCCCCC.[BH4-].[Na+]>O>[C:1]12([C:11]3[CH:12]=[C:13]([C:24]#[C:25][C:26]4[CH:27]=[CH:28][C:29]([CH2:30][OH:31])=[CH:32][CH:33]=4)[CH:14]=[CH:15][C:16]=3[O:17][CH2:18][O:19][CH2:20][CH2:21][O:22][CH3:23])[CH2:2][CH:3]3[CH2:4][CH:5]([CH2:6][CH:7]([CH2:9]3)[CH2:8]1)[CH2:10]2 |f:3.4|. Procedure details: 740 mg (1.6 mmol) of 4-[3-(1-adamantyl)-4-methoxyethoxymethoxyphenylethynyl]benzaldehyde were introduced into 40 ml of a mixture of THF and methanol (50/50) in a round-bottomed flask. 32 mg (0.8 mmol) of sodium borohydride were introduced in small amounts at 5° C. and the temperature was permitted to increase to room temperature. The reaction mixture was poured into water and extracted with ethyl acetate and the organic phase was separated by settling, dried over magnesium sulfate and evaporated...